Dataset: the Open Reaction Database (ORD), a public repository of structured organic reaction records. Task: describe an organic reaction: reactants, conditions, products, and yield The reactants are CC(C)(C)OC(=O)CBr, CC(C)(C)O, CC(C)(C)[O-], COc1ccc2nccc(C=O)c2n1, [K+]. The product is COc1ccc2nccc(C3OC3C(=O)OC(C)(C)C)c2n1. As a reaction SMILES: [Br:21][CH2:22][C:23](=[O:24])[O:25][C:26]([CH3:27])([CH3:28])[CH3:29].[C:30]([OH:31])([CH3:32])([CH3:33])[CH3:34].[CH3:1][C:2]([CH3:3])([O-:4])[CH3:5].[CH3:7][O:8][c:9]1[n:10][c:11]2[c:12]([CH:19]=[O:20])[cH:13][cH:14][n:15][c:16]2[cH:17][cH:18]1.[K+:6]>>[CH3:7][O:8][c:9]1[n:10][c:11]2[c:12]([CH:19]3[O:20][CH:22]3[C:23](=[O:24])[O:25][C:26]([CH3:27])([CH3:28])[CH3:29])[cH:13][cH:14][n:15][c:16]2[cH:17][cH:18]1. Starting materials: O[C@H]1C2(CC2)CCN(C1)C(CCCN1[C@@H](CN[C@H](C1=O)C)C(=O)N)=O ((2S,5S)-1-[4-((S)-4-hydroxy-6-aza-spiro[2.5]oct-6-yl)-4-oxo-butyl]-5-methyl-6-oxo-piperazine-2-carboxylic acid amide), ClC1=C(C=CC(=C1)N=C=O)C(F)(F)F (2-chloro-4-isocyanato-1-trifluoromethyl-benzene), ClC1=C(C=CC(=C1)N=C=O)C(F)(F)F (2-chloro-4-isocyanato-1-trifluoromethyl-benzene). The product is ClC=1C=C(C=CC1C(F)(F)F)NC(=O)N1C[C@H](N(C([C@@H]1C)=O)CCCC(=O)N1C[C@H](C2(CC2)CC1)O)C(=O)N ((3S,6S)—N1-(3-chloro-4-(trifluoromethyl)phenyl)-4-(4-((S)-4-hydroxy-6-azaspiro[2.5]octan-6-yl)-4-oxobutyl)-6-methyl-5-oxopiperazine-1,3-dicarboxamide). The yield is 88.0%. RXN SMILES: [OH:1][C@@H:2]1[CH2:9][N:8]([C:10](=[O:25])[CH2:11][CH2:12][CH2:13][N:14]2[C:19](=[O:20])[C@H:18]([CH3:21])[NH:17][CH2:16][C@H:15]2[C:22]([NH2:24])=[O:23])[CH2:7][CH2:6][C:3]21[CH2:5][CH2:4]2.[Cl:26][C:27]1[CH:32]=[C:31]([N:33]=[C:34]=[O:35])[CH:30]=[CH:29][C:28]=1[C:36]([F:39])([F:38])[F:37]>>[Cl:26][C:27]1[CH:32]=[C:31]([NH:33][C:34]([N:17]2[C@@H:18]([CH3:21])[C:19](=[O:20])[N:14]([CH2:13][CH2:12][CH2:11][C:10]([N:8]3[CH2:7][CH2:6][C:3]4([CH2:4][CH2:5]4)[C@H:2]([OH:1])[CH2:9]3)=[O:25])[C@H:15]([C:22]([NH2:24])=[O:23])[CH2:16]2)=[O:35])[CH:30]=[CH:29][C:28]=1[C:36]([F:39])([F:38])[F:37]. Procedure details: In analogy to the procedure described in the second part of example 120 step E, (2S,5S)-1-[4-((S)-4-hydroxy-6-aza-spiro[2.5]oct-6-yl)-4-oxo-butyl]-5-methyl-6-oxo-piperazine-2-carboxylic acid amide was reacted with 2-chloro-4-isocyanato-1-trifluoromethyl-benzene (intermediate 16) to give the titled compound in 88% yield as a colorless solid. MS: 574.3 (MH+, 1Cl).